From a dataset of the Open Reaction Database (ORD), a public repository of structured organic reaction records. describe an organic reaction: reactants, conditions, products, and yield Reactants: FC1=CC=C(C=C1)C1=CC2CCC(C1)N2 (3-(4-fluorophenyl)-8-azabicyclo[3,2,1]oct-2-ene), [H][H] (hydrogen). Reagents/catalysts: [Pt]=O (Platinum oxide). Solvent: C(C)(=O)O (acetic acid). Product: FC1=CC=C(C=C1)C1CC2CCC(C1)N2 (3-(4-fluorophenyl)-8-azabicyclo[3,2,1]-octane). The yield is 89.1%. Reaction SMILES: [F:1][C:2]1[CH:7]=[CH:6][C:5]([C:8]2[CH2:14][CH:13]3[NH:15][CH:10]([CH2:11][CH2:12]3)[CH:9]=2)=[CH:4][CH:3]=1.[H][H]>C(O)(=O)C.[Pt]=O>[F:1][C:2]1[CH:3]=[CH:4][C:5]([CH:8]2[CH2:14][CH:13]3[NH:15][CH:10]([CH2:11][CH2:12]3)[CH2:9]2)=[CH:6][CH:7]=1. Procedure details: A solution of 3-(4-fluorophenyl)-8-azabicyclo[3,2,1]oct-2-ene (10 g) was dissolved in glacial acetic acid (150 ml). Platinum oxide (0.5 g) was added followed by treatment with hydrogen gas at 3 atm of pressure in a conventional Parr apparatus. Filtration and removal of solvent in vacuo left a viscous oil. Water was added and the mixture made alkaline (pH>9) with aqeous NaOH. Extraction with ethyl acetate, drying of the organic phase over magnesium sulfate and removal of solvent in vacuo gave 3-(... Starting materials: C(CCCCCCC)C1=CC=C(C=C1)C(C)=O (4′-octylacetophenone), Br.C(C)(=O)O (hydrogen bromide acetic acid), BrBr (bromine). The solvent is C(C)(=O)O (acetic acid). Conditions: temperature 30 celsius, time 3 hour. The product is BrCC(=O)C1=CC=C(C=C1)CCCCCCCC (2-bromo-4′-octylacetophenone). RXN SMILES: [CH2:1]([C:9]1[CH:14]=[CH:13][C:12]([C:15](=[O:17])[CH3:16])=[CH:11][CH:10]=1)[CH2:2][CH2:3][CH2:4][CH2:5][CH2:6][CH2:7][CH3:8].[BrH:18].C(O)(=O)C.BrBr>C(O)(=O)C>[Br:18][CH2:16][C:15]([C:12]1[CH:11]=[CH:10][C:9]([CH2:1][CH2:2][CH2:3][CH2:4][CH2:5][CH2:6][CH2:7][CH3:8])=[CH:14][CH:13]=1)=[O:17] |f:1.2|. Procedure details: To a solution of 4′-octylacetophenone (18′) (23.9 g) in acetic acid (100 ml) is added hydrogen bromide-acetic acid solution (25%, 34 ml) under ice-cooling, which is followed by dropwise addition of bromine (5.3 ml). The mixture is heated to 30° C. and stirred for 3 hr. The solvent is distilled away and the mixture is purified by silica gel column chromatography to give 2-bromo-4′-octylacetophenone as colorless crystals. Starting materials: C([O-])([O-])=O.[Na+].[Na+] (sodium carbonate), BrC1=CC=C(C=C1)CC(=O)OC (methyl (4-bromophenyl)acetate), COC1=CC=C(C=C1)B(O)O (4-methoxyphenylboronic acid), O (water). The reagents and catalysts are C=1C=CC(=CC1)[P](C=2C=CC=CC2)(C=3C=CC=CC3)[Pd]([P](C=4C=CC=CC4)(C=5C=CC=CC5)C=6C=CC=CC6)([P](C=7C=CC=CC7)(C=8C=CC=CC8)C=9C=CC=CC9)[P](C=1C=CC=CC1)(C=1C=CC=CC1)C=1C=CC=CC1 (tetrakis(triphenylphosphine)palladium). Solvent: C=1(C(=CC=CC1)CCO)C (toluene-ethanol). Product: COC1=CC=C(C=C1)C1=CC=C(C=C1)CC(=O)OC (methyl (4′-methoxy-1,1′-biphenyl-4-yl)acetate). The yield is 96.3%. As a reaction SMILES: C(=O)([O-])[O-].[Na+].[Na+].Br[C:8]1[CH:13]=[CH:12][C:11]([CH2:14][C:15]([O:17][CH3:18])=[O:16])=[CH:10][CH:9]=1.[CH3:19][O:20][C:21]1[CH:26]=[CH:25][C:24](B(O)O)=[CH:23][CH:22]=1.O>C1(C)C(CCO)=CC=CC=1.C1C=CC([P]([Pd]([P](C2C=CC=CC=2)(C2C=CC=CC=2)C2C=CC=CC=2)([P](C2C=CC=CC=2)(C2C=CC=CC=2)C2C=CC=CC=2)[P](C2C=CC=CC=2)(C2C=CC=CC=2)C2C=CC=CC=2)(C2C=CC=CC=2)C2C=CC=CC=2)=CC=1>[CH3:19][O:20][C:21]1[CH:26]=[CH:25][C:24]([C:8]2[CH:13]=[CH:12][C:11]([CH2:14][C:15]([O:17][CH3:18])=[O:16])=[CH:10][CH:9]=2)=[CH:23][CH:22]=1 |f:0.1.2,^1:44,46,65,84|. Reported procedure: After a 1M aqueous sodium carbonate solution (2.8 ml) and tetrakis(triphenylphosphine)palladium (0) (116 mg, 0.10 mmol) were added to a solution of methyl (4-bromophenyl)acetate (573 mg, 2.50 mmol) obtained in Example (3-1) and 4-methoxyphenylboronic acid (380 mg, 2.50 mmol) in a mixture of toluene-ethanol (6:1, 6 ml), the mixture was heated under reflux for 4 hours. After the temperature of the reaction mixture was returned to room temperature, the mixture was poured into water and extracted wi... The product is COC(=O)c1cc(OC)ccc1CCc1ccc(F)cc1. Reaction SMILES: [CH3:24][CH2:25][O:26][C:27](=[O:28])[CH3:29].[F:1][c:2]1[cH:3][cH:4][c:5]([CH:8]=[CH:9][c:10]2[c:11]([C:12](=[O:13])[O:14][CH3:15])[cH:16][c:17]([O:20][CH3:21])[cH:18][cH:19]2)[cH:6][cH:7]1.[H:22][H:23]>>[F:1][c:2]1[cH:3][cH:4][c:5]([CH2:8][CH2:9][c:10]2[c:11]([C:12](=[O:13])[O:14][CH3:15])[cH:16][c:17]([O:20][CH3:21])[cH:18][cH:19]2)[cH:6][cH:7]1. The reactants are CCOC(C)=O, COC(=O)c1cc(OC)ccc1C=Cc1ccc(F)cc1, [H][H].